describe an organic reaction: reactants, conditions, products, and yield From a dataset of the Open Reaction Database (ORD), a public repository of structured organic reaction records. Reactants: ClC1=CC=C(C(CBr)=O)C=C1 (p-chlorophenacyl bromide), C(C1=CC=CC=C1)=NN1C(=NC=C1)CC (1-(benzylidene)amino-2-ethylimidazole). Solvent: C(CCl)Cl (ethylene chloride). Conditions: time 2 hour. Yields the product [Br-].C(C1=CC=CC=C1)=N[N+]1=C(N(C=C1)CC(=O)C1=CC=C(C=C1)Cl)CC (1-(benzylideneamino)-3-(p-chlorophenacyl)-2-ethylimidazolium bromide). Reaction SMILES: [Cl:1][C:2]1[CH:11]=[CH:10][C:5]([C:6](=[O:9])[CH2:7][Br:8])=[CH:4][CH:3]=1.[CH:12](=[N:19][N:20]1[CH:24]=[CH:23][N:22]=[C:21]1[CH2:25][CH3:26])[C:13]1[CH:18]=[CH:17][CH:16]=[CH:15][CH:14]=1>C(Cl)CCl>[Br-:8].[CH:12](=[N:19][N+:20]1[CH:24]=[CH:23][N:22]([CH2:7][C:6]([C:5]2[CH:10]=[CH:11][C:2]([Cl:1])=[CH:3][CH:4]=2)=[O:9])[C:21]=1[CH2:25][CH3:26])[C:13]1[CH:14]=[CH:15][CH:16]=[CH:17][CH:18]=1 |f:3.4|. Procedure details: 2.33 g (10 mmol) of p-chlorophenacyl bromide are added to a solution of 1.99 g (10 mmol) of 1-(benzylidene)amino-2-ethylimidazole in 30 ml of ethylene chloride. After stirring at 60° for 2 hours the product is filtered off and washed with ether. There is obtained 1-(benzylideneamino)-3-(p-chlorophenacyl)-2-ethylimidazolium bromide of melting point 236°-237°.